This data is from the Open Reaction Database (ORD), a public repository of structured organic reaction records. The task is: describe an organic reaction: reactants, conditions, products, and yield The reactants are CCOC(=O)c1cc2cc(CC)ccc2nn1, CCO. Product: CCc1ccc2nnc(C(=O)O)cc2c1. RXN SMILES: [CH2:1]([CH3:2])[c:3]1[cH:4][c:5]2[cH:6][c:7]([C:13](=[O:14])[O:15][CH2:16][CH3:17])[n:8][n:9][c:10]2[cH:11][cH:12]1.[CH3:18][CH2:19][OH:20]>>[CH2:1]([CH3:2])[c:3]1[cH:4][c:5]2[cH:6][c:7]([C:13](=[O:14])[OH:15])[n:8][n:9][c:10]2[cH:11][cH:12]1. The reactants are Cn1cccc1CC(=O)O, O=C(O)C=Cc1c[nH]cn1, O=C(O)CCc1ccco1, O=C(O)C=Cc1ccsc1, O=C(O)C=Cc1cccs1. Product: O=C(O)C=Cc1ccco1. As a reaction SMILES: [CH3:41][n:42]1[cH:43][cH:44][cH:45][c:46]1[CH2:47][C:48]([OH:49])=[O:50].[nH:31]1[cH:32][c:33]([CH:34]=[CH:35][C:36]([OH:37])=[O:38])[n:39][cH:40]1.[o:21]1[c:22]([CH2:26][CH2:27][C:28](=[O:29])[OH:30])[cH:23][cH:24][cH:25]1.[s:11]1[cH:12][cH:13][c:14]([CH:15]=[CH:16][C:17]([OH:18])=[O:19])[cH:20]1.[s:1]1[cH:2][cH:3][cH:4][c:5]1[CH:6]=[CH:7][C:8]([OH:9])=[O:10]>>[o:21]1[c:22]([CH:26]=[CH:27][C:28](=[O:29])[OH:30])[cH:23][cH:24][cH:25]1. Reaction SMILES: [N:1]1[CH:6]=[CH:5][CH:4]=[CH:3][C:2]=1[CH2:7][N:8]1[CH2:13][C:12](=[O:14])[NH:11][C:10](=[O:15])[CH2:9]1.[H-].[Na+].[Cl:18][CH2:19][CH2:20][CH2:21][N:22]1[CH2:27][CH2:26][CH:25]([C:28](=[O:36])[C:29]2[CH:34]=[CH:33][C:32]([F:35])=[CH:31][CH:30]=2)[CH2:24][CH2:23]1.Cl>CN(C)C=O.C(O)C>[ClH:18].[F:35][C:32]1[CH:31]=[CH:30][C:29]([C:28]([CH:25]2[CH2:26][CH2:27][N:22]([CH2:21][CH2:20][CH2:19][N:11]3[C:12](=[O:14])[CH2:13][N:8]([CH2:7][C:2]4[CH:3]=[CH:4][CH:5]=[CH:6][N:1]=4)[CH2:9][C:10]3=[O:15])[CH2:23][CH2:24]2)=[O:36])=[CH:34][CH:33]=1 |f:1.2,7.8|. The reactants are N1=C(C=CC=C1)CN1CC(NC(C1)=O)=O (4-(2-pyridylmethyl)piperazine 2,6-dione), [H-].[Na+] (sodium hydride), Cl (hydrochloride), ClCCCN1CCC(CC1)C(C1=CC=C(C=C1)F)=O (1-(3-chloropropyl)-4-(4-fluorobenzoyl)piperidine). Procedure: A solution of 1.86 g of 4-(2-pyridylmethyl)piperazine 2,6-dione in 30 ml of dimethylformamide is added at 20° C. to a suspension of 0.36 g of sodium hydride. The mixture is brought to 60° C. for 30 minutes and 2.7 g of 1-(3-chloropropyl)-4-(4-fluorobenzoyl)piperidine, dissolved in 30 ml of dimethylformamide, are then added, again at 20° C. The mixture is kept stirring at 20° C. for approximately 15 hours and the reaction is completed by bringing to 70° C. for 2 hours. After concentration, the re... The solvent is CN(C=O)C (dimethylformamide), C(C)O (ethanol), CN(C=O)C (dimethylformamide). Run at temperature 20 celsius, time 30 minute. The product is Cl.FC1=CC=C(C(=O)C2CCN(CC2)CCCN2C(CN(CC2=O)CC2=NC=CC=C2)=O)C=C1 (1-{3-[4-(4-Fluorobenzoyl)piperidino]propyl}-4-(2-pyridylmethyl) piperazine 2,6-dione hydrochloride). The reactants are ClI, CCOC(=O)Cc1ccc(N)cc1. The product is CCOC(=O)Cc1ccc(N)c(I)c1. As a reaction SMILES: [I:14][Cl:15].[NH2:1][c:2]1[cH:3][cH:4][c:5]([CH2:8][C:9](=[O:10])[O:11][CH2:12][CH3:13])[cH:6][cH:7]1>>[NH2:1][c:2]1[cH:3][cH:4][c:5]([CH2:8][C:9](=[O:10])[O:11][CH2:12][CH3:13])[cH:6][c:7]1[I:14]. Reactants: Nc1c(Br)ccc(Br)c1N, O=C([O-])[O-], COc1cc(OC)cc(B(O)O)c1, CCO, Cc1ccccc1, CCOC(C)=O, [Na+], [Na+], O. Product: COc1cc(OC)cc(-c2ccc(Br)c(N)c2N)c1. As a reaction SMILES: [Br:14][c:15]1[c:16]([NH2:23])[c:17]([NH2:22])[c:18]([Br:21])[cH:19][cH:20]1.[C:24](=[O:25])([O-:26])[O-:27].[CH3:1][O:2][c:3]1[cH:4][c:5]([B:11]([OH:12])[OH:13])[cH:6][c:7]([O:9][CH3:10])[cH:8]1.[CH3:30][CH2:31][OH:32].[CH3:33][c:34]1[cH:35][cH:36][cH:37][cH:38][cH:39]1.[CH3:40][CH2:41][O:42][C:43]([CH3:44])=[O:45].[Na+:28].[Na+:29].[OH2:46]>>[CH3:1][O:2][c:3]1[cH:4][c:5](-[c:18]2[c:17]([NH2:22])[c:16]([NH2:23])[c:15]([Br:14])[cH:20][cH:19]2)[cH:6][c:7]([O:9][CH3:10])[cH:8]1.